This data is from the Open Reaction Database (ORD), a public repository of structured organic reaction records. The task is: describe an organic reaction: reactants, conditions, products, and yield Starting materials: O1CCOCC1 (1,4-Dioxane), BrC1=C(SC2=NC(=CC(=C21)NS(=O)(=O)C2=CC(=CC=C2)Cl)C)C=2C=NN(C2)C(=O)OC(C)(C)C (1,1-dimethylethyl 4-(3-bromo-4-{[(3-chlorophenyl)sulfonyl]amino}-6-methylthieno[2,3-b]pyridin-2-yl)-1H-pyrazole-1-carboxylate), CN(C)C=1C(=NC=CC1)B(O)O (dimethylamino pyridine boronic acid), C([O-])([O-])=O.[K+].[K+] (potassium carbonate). The reagents and catalysts are C=1C=CC(=CC1)[P](C=2C=CC=CC2)(C=3C=CC=CC3)[Pd]([P](C=4C=CC=CC4)(C=5C=CC=CC5)C=6C=CC=CC6)([P](C=7C=CC=CC7)(C=8C=CC=CC8)C=9C=CC=CC9)[P](C=1C=CC=CC1)(C=1C=CC=CC1)C=1C=CC=CC1 (tetrakis(triphenylphosphine)palladium(0)), Cl[Pd]([P](C1=CC=CC=C1)(C2=CC=CC=C2)C3=CC=CC=C3)([P](C4=CC=CC=C4)(C5=CC=CC=C5)C6=CC=CC=C6)Cl (bis(triphenylphosphine)palladium(II) chloride). Run in O (water), CN(C)C=O (DMF). Conditions: temperature 110 celsius. Product: ClC=1C=C(C=CC1)S(=O)(=O)NC1=C2C(=NC(=C1)C)SC(=C2C=2C=NC=C(C2)N(C)C)C=2C=NNC2 (3-Chloro-N-[3-[5-(dimethylamino)-3-pyridinyl]-6-methyl-2-(1H-pyrazol-4-yl)thieno[2,3-b]pyridin-4-yl]benzenesulfonamide). Yield: 46.7%. RXN SMILES: Br[C:2]1[C:10]2[C:5](=[N:6][C:7]([CH3:22])=[CH:8][C:9]=2[NH:11][S:12]([C:15]2[CH:20]=[CH:19][CH:18]=[C:17]([Cl:21])[CH:16]=2)(=[O:14])=[O:13])[S:4][C:3]=1[C:23]1[CH:24]=[N:25][N:26](C(OC(C)(C)C)=O)[CH:27]=1.[CH3:35][N:36]([C:38]1[C:39](B(O)O)=[N:40][CH:41]=[CH:42][CH:43]=1)[CH3:37].C(=O)([O-])[O-].[K+].[K+].O1CCOCC1>C1C=CC([P]([Pd]([P](C2C=CC=CC=2)(C2C=CC=CC=2)C2C=CC=CC=2)([P](C2C=CC=CC=2)(C2C=CC=CC=2)C2C=CC=CC=2)[P](C2C=CC=CC=2)(C2C=CC=CC=2)C2C=CC=CC=2)(C2C=CC=CC=2)C2C=CC=CC=2)=CC=1.Cl[Pd](Cl)([P](C1C=CC=CC=1)(C1C=CC=CC=1)C1C=CC=CC=1)[P](C1C=CC=CC=1)(C1C=CC=CC=1)C1C=CC=CC=1.O.CN(C=O)C>[Cl:21][C:17]1[CH:16]=[C:15]([S:12]([NH:11][C:9]2[CH:8]=[C:7]([CH3:22])[N:6]=[C:5]3[S:4][C:3]([C:23]4[CH:27]=[N:26][NH:25][CH:24]=4)=[C:2]([C:42]4[CH:41]=[N:40][CH:39]=[C:38]([N:36]([CH3:37])[CH3:35])[CH:43]=4)[C:10]=23)(=[O:14])=[O:13])[CH:20]=[CH:19][CH:18]=1 |f:2.3.4,^1:62,64,83,102,138,157|. Reported procedure: A mixture of 1,1-dimethylethyl 4-(3-bromo-4-{[(3-chlorophenyl)sulfonyl]amino}-6-methylthieno[2,3-b]pyridin-2-yl)-1H-pyrazole-1-carboxylate (Description 75) (150 mg, 0.257 mmol), dimethylamino pyridine boronic acid (85 mg, 0.514 mmol), potassium carbonate (107 mg, 0.771 mmol), tetrakis(triphenylphosphine)palladium(0) (7.42 mg, 6.42 μmol) and bis(triphenylphosphine)palladium(II) chloride (4.51 mg, 6.42 μmol) were weighed into a microwave vial. 1,4-Dioxane (2.0 mL), DMF (1.0 mL) and water (0.5 mL) ...